Dataset: the Open Reaction Database (ORD), a public repository of structured organic reaction records. Task: describe an organic reaction: reactants, conditions, products, and yield Reactants: C(C1=CC=CC=C1)OC(NC1(CC1)C(N)=O)=O ((1-carbamoyl-cyclopropyl)-carbamic acid benzyl ester), COC(N(C)C)OC (N,N-dimethylformamide dimethyl acetal). Conditions: temperature 100 celsius, time 1 hour. Product: C(C1=CC=CC=C1)OC(NC1(CC1)C(/N=C/N(C)C)=O)=O ((1-{[1-dimethylamino-meth-(E)-ylidene]-carbamoyl}-cyclopropyl)-carbamic acid benzyl ester). As a reaction SMILES: [CH2:1]([O:8][C:9](=[O:17])[NH:10][C:11]1([C:14](=[O:16])[NH2:15])[CH2:13][CH2:12]1)[C:2]1[CH:7]=[CH:6][CH:5]=[CH:4][CH:3]=1.CO[CH:20](OC)[N:21]([CH3:23])[CH3:22]>>[CH2:1]([O:8][C:9](=[O:17])[NH:10][C:11]1([C:14](=[O:16])/[N:15]=[CH:20]/[N:21]([CH3:23])[CH3:22])[CH2:12][CH2:13]1)[C:2]1[CH:3]=[CH:4][CH:5]=[CH:6][CH:7]=1. Procedure details: To a round bottom flask was added (1-carbamoyl-cyclopropyl)-carbamic acid benzyl ester (935 mg, 4 mmol) in N,N-dimethylformamide dimethyl acetal (15 mL). The reaction mixture was stirred at 100° C. for 1 h. The solvent was concentrated in vacuo. The residue was dissolved in EtOAc/sat. NaHCO3. The organic phase was separated, washed with brine, dried over anhydrous Na2SO4, filtered, concentrated and dried under high vacuum to afford 1.11 g of (1-{[1-dimethylamino-meth-(E)-ylidene]-carbamoyl}-cycl... Reactants: Cl.NO (hydroxylamine hydrochloride), N1=CC=CC=C1 (pyridine), C[Si](C)(C)Cl (trimethylsilyl chloride), C(C)OC(CCN(S(=O)(=O)C1=CC=C(C=C1)OC1=CC=C(C=C1)F)C1(CCCC1)C(=O)Cl)=O (3-{(1-chlorocarbonylcyclopentyl)-[4-(4-fluorophenoxy)benzenesulfonyl]amino}propionic acid ethyl ester). Solvent: Cl (hydrochloric acid). Conditions: time 1 hour. The product is C(C)OC(CCN(C1(CCCC1)C(NO)=O)S(=O)(=O)C1=CC=C(C=C1)OC1=CC=C(C=C1)F)=O (3-[[4-(4-Fluorophenoxy)benzenesulfonyl]-(1-hydroxycarbamoylcyclo-pentyl)-amino]-propionic Acid Ethyl Ester). RXN SMILES: Cl.[NH2:2][OH:3].N1C=CC=CC=1.C[Si](Cl)(C)C.[CH2:15]([O:17][C:18](=[O:47])[CH2:19][CH2:20][N:21]([C:39]1([C:44](Cl)=[O:45])[CH2:43][CH2:42][CH2:41][CH2:40]1)[S:22]([C:25]1[CH:30]=[CH:29][C:28]([O:31][C:32]2[CH:37]=[CH:36][C:35]([F:38])=[CH:34][CH:33]=2)=[CH:27][CH:26]=1)(=[O:24])=[O:23])[CH3:16]>Cl>[CH2:15]([O:17][C:18](=[O:47])[CH2:19][CH2:20][N:21]([S:22]([C:25]1[CH:30]=[CH:29][C:28]([O:31][C:32]2[CH:37]=[CH:36][C:35]([F:38])=[CH:34][CH:33]=2)=[CH:27][CH:26]=1)(=[O:24])=[O:23])[C:39]1([C:44](=[O:45])[NH:2][OH:3])[CH2:43][CH2:42][CH2:41][CH2:40]1)[CH3:16] |f:0.1|. Procedure: A solution of 1.37 g (19.7 mmol, 1.3 equivalents) of hydroxylamine hydrochloride in 9.2 mL (114 mmol, 7.5 equivalents) of dry pyridine at 0° C. was treated with 5.8 mL (45 mmol, 3.0 equivalents) of trimethylsilyl chloride, causing white solids to precipitate, and allowedc to warm to ambient temperature overnight. This mixture was cooled to 0° C. and treated with a solution of 7.54 g (15.1 mmol) of 3-{(1-chlorocarbonylcyclopentyl)-[4-(4-fluorophenoxy)benzenesulfonyl]amino}propionic acid ethyl est... Starting materials: CC(C)n1nc(N)nc1-c1cn2c(n1)-c1ccc(Br)cc1OCC2, O=C([O-])[O-], OB(O)c1ccc(Cl)cc1, [Cs+], [Cs+], C1COCCO1, O. The product is CC(C)n1nc(N)nc1-c1cn2c(n1)-c1ccc(-c3ccc(Cl)cc3)cc1OCC2. As a reaction SMILES: [Br:1][c:2]1[cH:3][c:4]2[c:5]([cH:23][cH:24]1)-[c:6]1[n:7]([cH:11][c:12](-[c:14]3[n:15][c:16]([NH2:22])[n:17][n:18]3[CH:19]([CH3:20])[CH3:21])[n:13]1)[CH2:8][CH2:9][O:10]2.[C:35](=[O:36])([O-:37])[O-:38].[Cl:25][c:26]1[cH:27][cH:28][c:29]([B:32]([OH:33])[OH:34])[cH:30][cH:31]1.[Cs+:39].[Cs+:40].[O:41]1[CH2:42][CH2:43][O:44][CH2:45][CH2:46]1.[OH2:47]>>[c:2]1(-[c:29]2[cH:28][cH:27][c:26]([Cl:25])[cH:31][cH:30]2)[cH:3][c:4]2[c:5]([cH:23][cH:24]1)-[c:6]1[n:7]([cH:11][c:12](-[c:14]3[n:15][c:16]([NH2:22])[n:17][n:18]3[CH:19]([CH3:20])[CH3:21])[n:13]1)[CH2:8][CH2:9][O:10]2.